This data is from the Open Reaction Database (ORD), a public repository of structured organic reaction records. The task is: describe an organic reaction: reactants, conditions, products, and yield Starting materials: FC(C(C(=O)NC1=CC=C(C=C1)S(=O)(=O)F)(C)O)(F)F (3,3,3-trifluoro-N-[4-(fluorosulfonyl)phenyl]-2-hydroxy-2-methylpropanamide), C(CC)NCCC (di-n-propylamine). Reagents/catalysts: CN(C1=CC=NC=C1)C (4-dimethylaminopyridine). Run in C(C)#N (acetonitrile), O (water). Reaction conditions: temperature 22 celsius. Yields the product C(CC)N(S(=O)(=O)C1=CC=C(C=C1)NC(C(C(F)(F)F)(C)O)=O)CCC (N-[4-(N,N-Dipropylaminosulfonyl)phenyl]-3,3,3-trifluro-2-hydroxy-2-methylpropanamide). Yield: 34.8%. Reaction SMILES: [F:1][C:2]([F:20])([F:19])[C:3]([OH:18])([CH3:17])[C:4]([NH:6][C:7]1[CH:12]=[CH:11][C:10]([S:13](F)(=[O:15])=[O:14])=[CH:9][CH:8]=1)=[O:5].[CH2:21]([NH:24][CH2:25][CH2:26][CH3:27])[CH2:22][CH3:23]>CN(C)C1C=CN=CC=1.C(#N)C.O>[CH2:21]([N:24]([CH2:25][CH2:26][CH3:27])[S:13]([C:10]1[CH:11]=[CH:12][C:7]([NH:6][C:4](=[O:5])[C:3]([OH:18])([CH3:17])[C:2]([F:20])([F:19])[F:1])=[CH:8][CH:9]=1)(=[O:15])=[O:14])[CH2:22][CH3:23]. Procedure details: A solution of 3,3,3-trifluoro-N-[4-(fluorosulfonyl)phenyl]-2-hydroxy-2-methylpropanamide (0.2 g), di-n-propylamine (0.25 g), and 4-dimethylaminopyridine (13.0 mg) in dry acetonitrile (3 ml) was heated at reflux for 4 days. The reaction mixture was cooled to 22° C., diluted with water (30 ml) and extracted with ethyl acetate (2×15 ml). The combined ethyl acetate extracts were washed with 1N HCl, brine, dried and evaporated to give an oil. The oil was purified by chromatography (12:1 CHCl3 : dieth... Starting materials: BrCCCCCCSCCc1ccccn1, NCC(O)c1cc(Cl)c(N)c(Cl)c1, CN(C)C=O. Product: Nc1c(Cl)cc(C(O)CNCCCCCCSCCc2ccccn2)cc1Cl. RXN SMILES: [Br:1][CH2:2][CH2:3][CH2:4][CH2:5][CH2:6][CH2:7][S:8][CH2:9][CH2:10][c:11]1[n:12][cH:13][cH:14][cH:15][cH:16]1.[NH2:17][c:18]1[c:19]([Cl:29])[cH:20][c:21]([CH:25]([OH:26])[CH2:27][NH2:28])[cH:22][c:23]1[Cl:24].[O:30]=[CH:31][N:32]([CH3:33])[CH3:34]>>[CH2:2]([CH2:3][CH2:4][CH2:5][CH2:6][CH2:7][S:8][CH2:9][CH2:10][c:11]1[n:12][cH:13][cH:14][cH:15][cH:16]1)[NH:28][CH2:27][CH:25]([c:21]1[cH:20][c:19]([Cl:29])[c:18]([NH2:17])[c:23]([Cl:24])[cH:22]1)[OH:26]. Reactants: CC(CCCCCC)(C)C1=CC(=C(C=C1)C1CC(CCC1CC=C)O)O (3-[4-(1,1-dimethylheptyl)-2-hydroxyphenyl]-4-(2-propenyl)cyclohexanol), [Cr](=O)(=O)([O-])Cl.[NH+]1=CC=CC=C1 (pyridinium chlorochromate). Run in CCOCC (ether), ClCCl (dichloromethane). Reaction conditions: time 2 hour. Yields the product CC(CCCCCC)(C)C1=CC(=C(C=C1)[C@@H]1CC(CC[C@H]1CC=C)=O)O (trans-3-[4-(1,1-Dimethylheptyl)-2-hydroxyphenyl]-4-(2-propenyl)cyclohexanon). Isolated yield 9.3%. RXN SMILES: [CH3:1][C:2]([C:10]1[CH:15]=[CH:14][C:13]([CH:16]2[CH:21]([CH2:22][CH:23]=[CH2:24])[CH2:20][CH2:19][CH:18]([OH:25])[CH2:17]2)=[C:12]([OH:26])[CH:11]=1)([CH3:9])[CH2:3][CH2:4][CH2:5][CH2:6][CH2:7][CH3:8].[Cr](Cl)([O-])(=O)=O.[NH+]1C=CC=CC=1>ClCCl.CCOCC>[CH3:9][C:2]([C:10]1[CH:15]=[CH:14][C:13]([C@H:16]2[C@H:21]([CH2:22][CH:23]=[CH2:24])[CH2:20][CH2:19][C:18](=[O:25])[CH2:17]2)=[C:12]([OH:26])[CH:11]=1)([CH3:1])[CH2:3][CH2:4][CH2:5][CH2:6][CH2:7][CH3:8] |f:1.2|. Reported procedure: To a solution of 3-[4-(1,1-dimethylheptyl)-2-hydroxyphenyl]-4-(2-propenyl)cyclohexanol (2.15 g, 6.03 mmole) (mixture of isomers) in dichloromethane (15 ml) was added pyridinium chlorochromate (2.59 g, 12.1 mmole). The reaction mixture was stirred for 2 hours at room temperature, diluted with ether, diatomaceous earth added and the mixture filtered through magnesium sulfate. The evaporated filtrate was purified via column chromatography on 200 g of silica gel eluted with 20% ether-pentane to yiel... The reactants are CC(C)(C)[Si](C)(C)Cl, CN(C)C=O, O=[N+]([O-])c1ccccc1S(=O)(=O)N1CCC(O)C1, c1c[nH]cn1. Yields the product CC(C)(C)[Si](C)(C)OC1CCN(S(=O)(=O)c2ccccc2[N+](=O)[O-])C1. As a reaction SMILES: [C:19]([CH3:20])([CH3:21])([CH3:22])[Si:23]([CH3:24])([CH3:25])[Cl:26].[CH3:32][N:33]([CH3:34])[CH:35]=[O:36].[N+:1](=[O:2])([O-:3])[c:4]1[c:5]([S:10](=[O:11])(=[O:12])[N:13]2[CH2:14][CH:15]([OH:18])[CH2:16][CH2:17]2)[cH:6][cH:7][cH:8][cH:9]1.[nH:27]1[cH:28][cH:29][n:30][cH:31]1>>[N+:1](=[O:2])([O-:3])[c:4]1[c:5]([S:10](=[O:11])(=[O:12])[N:13]2[CH2:14][CH:15]([O:18][Si:23]([C:19]([CH3:20])([CH3:21])[CH3:22])([CH3:24])[CH3:25])[CH2:16][CH2:17]2)[cH:6][cH:7][cH:8][cH:9]1.